This data is from the Open Reaction Database (ORD), a public repository of structured organic reaction records. The task is: describe an organic reaction: reactants, conditions, products, and yield Starting materials: thiol, [N-]=C=O (isocyanate), CC1=NNC=C1 (3-methyl-1H-pyrazole), CN[C@H]1[C@@H](CCCC1)NC.CN[C@H]1[C@@H](CCCC1)NC ((1R,2R)—N,N′-dimethyl-1,2-cyclohexanediamine methyl[(1R,2R)-2-(methylamino)cyclohexyl]amine), IC=1C(NC(N(C1)CCCN1C[C@]2(C[C@H]2C1)C1=CC=C(C=C1)C(F)(F)F)=O)=O (5-iodo-1-(3-{(1S,5R)-1-[4-(trifluoromethyl)phenyl]-3-azabicyclo[3.1.0]hex-3-yl}propyl)-2,4(1H,3H)-pyrimidinedione), C(=O)([O-])[O-].[K+].[K+] (K2CO3). Reagents/catalysts: [Cu](I)I (Copper iodide). Run in C(Cl)Cl (DCM), C1(=CC=CC=C1)C (Toluene). Conditions: temperature 110 celsius, time 18 hour. Product: CC1=NN(C=C1)C=1C(NC(N(C1)CCCN1C[C@]2(C[C@H]2C1)C1=CC=C(C=C1)C(F)(F)F)=O)=O (5-(3-methyl-1H-pyrazol-1-yl)-1-(3-{(1S,5R)-1-[4-(trifluoromethyl)phenyl]-3-azabicyclo[3.1.0]hex-3-yl}propyl)-2,4(1H,3H)-pyrimidinedione). RXN SMILES: CN[C@@H]1CCCC[C@H]1NC.CN[C@@H]1CCCC[C@H]1NC.I[C:22]1[C:23](=[O:48])[NH:24][C:25](=[O:47])[N:26]([CH2:28][CH2:29][CH2:30][N:31]2[CH2:36][C@H:35]3[C@:33]([C:37]4[CH:42]=[CH:41][C:40]([C:43]([F:46])([F:45])[F:44])=[CH:39][CH:38]=4)([CH2:34]3)[CH2:32]2)[CH:27]=1.C([O-])([O-])=O.[K+].[K+].[CH3:55][C:56]1[CH:60]=[CH:59][NH:58][N:57]=1.[N-]=C=O>C1(C)C=CC=CC=1.C(Cl)Cl.[Cu](I)I>[CH3:55][C:56]1[CH:60]=[CH:59][N:58]([C:22]2[C:23](=[O:48])[NH:24][C:25](=[O:47])[N:26]([CH2:28][CH2:29][CH2:30][N:31]3[CH2:36][C@H:35]4[C@:33]([C:37]5[CH:42]=[CH:41][C:40]([C:43]([F:46])([F:45])[F:44])=[CH:39][CH:38]=5)([CH2:34]4)[CH2:32]3)[CH:27]=2)[N:57]=1 |f:0.1,3.4.5|. Procedure: Copper iodide (56.5 mg, 0.297 mmol), (1R,2R)—N,N′-dimethyl-1,2-cyclohexanediamine methyl[(1R,2R)-2-(methylamino)cyclohexyl]amine (169 mg, 1.187 mmol), 5-iodo-1-(3-{(1S,5R)-1-[4-(trifluoromethyl)phenyl]-3-azabicyclo[3.1.0]hex-3-yl}propyl)-2,4(1H,3H)-pyrimidinedione (Prep10, 150 mg, 0.297 mmol) and K2CO3 (86 mg, 0.623 mmol) were dissolved in Toluene (1.5 ml) to give a blue suspension with a white precipitate. 3-methyl-1H-pyrazole (commercially available from ABCR, 0.029 ml, 0.356 mmol) was added t... Reactants: Intermediate 19, C1(=CC=CC=C1)P(C1=CC=CC=C1)C1=CC=CC=C1 (triphenylphosphine), C1(C=2C(C(N1)=O)=CC=CC2)=O (phthalimide), CCOC(=O)/N=N/C(=O)OCC (diethylazodicarboxylate), C(C)(C)(C)OC(=O)N1[C@H]([C@@]2(C[C@@H]2C1)CO)C1=CC=CC=C1 ((1S,2S,5S)-1-hydroxymethyl-2-phenyl-3-aza-bicyclo[3.1.0]hexane-3-carboxylic acid tert-butyl ester). Run in C1CCOC1 (THF). Run at time 16 hour. The product is C(C)(C)(C)OC(=O)N1C(C2(CC2C1)CN1C(C2=CC=CC=C2C1=O)=O)C1=CC=CC=C1 (1-(1,3-Dioxo-1,3-dihydro-isoindol-2-ylmethyl)-2-phenyl-3-aza-bicyclo[3.1.0]hexane-3-carboxylic acid tert-butyl ester). Yield: 95.6%. RXN SMILES: [C:1]([O:5][C:6]([N:8]1[CH2:13][C@@H:12]2[C@@:10]([CH2:14]O)([CH2:11]2)[C@@H:9]1[C:16]1[CH:21]=[CH:20][CH:19]=[CH:18][CH:17]=1)=[O:7])([CH3:4])([CH3:3])[CH3:2].C1(P(C2C=CC=CC=2)C2C=CC=CC=2)C=CC=CC=1.[C:41]1(=[O:51])[NH:45][C:44](=[O:46])[C:43]2=[CH:47][CH:48]=[CH:49][CH:50]=[C:42]12.CCOC(/N=N/C(OCC)=O)=O>C1COCC1>[C:1]([O:5][C:6]([N:8]1[CH2:13][CH:12]2[C:10]([CH2:14][N:45]3[C:41](=[O:51])[C:42]4[C:43](=[CH:47][CH:48]=[CH:49][CH:50]=4)[C:44]3=[O:46])([CH2:11]2)[CH:9]1[C:16]1[CH:17]=[CH:18][CH:19]=[CH:20][CH:21]=1)=[O:7])([CH3:2])([CH3:3])[CH3:4]. Procedure: To racemic Intermediate 19, one enantiomer being (1S,2S,5S)-1-hydroxymethyl-2-phenyl-3-aza-bicyclo[3.1.0]hexane-3-carboxylic acid tert-butyl ester (0.40 g, 1.4 mmol), was added anhydrous THF (5 mL), triphenylphosphine (0.43 g, 1.6 mmol), phthalimide (0.30 g, 2.1 mmol), and diethylazodicarboxylate (0.22 mL, 1.7 mmol). The reaction was allowed to stir at room temperature for 16 hours. The solvent was removed at reduced pressure and the residue partitioned between saturated sodium bicarbonate solut... The reactants are CCOCC, O=C(NCc1cccnc1)c1ccc2n1Cc1ccccc1N(C(=O)c1ccc(Cl)nc1)C2, ClCCl, NCc1ccccc1. The product is O=C(NCc1cccnc1)c1ccc2n1Cc1ccccc1N(C(=O)c1ccc(NCc3ccccc3)nc1)C2. RXN SMILES: [CH3:42][CH2:43][O:44][CH2:45][CH3:46].[Cl:1][c:2]1[cH:3][cH:4][c:5]([C:8](=[O:9])[N:10]2[CH2:11][c:12]3[n:13]([c:21]([C:24](=[O:25])[NH:26][CH2:27][c:28]4[cH:29][n:30][cH:31][cH:32][cH:33]4)[cH:22][cH:23]3)[CH2:14][c:15]3[c:16]2[cH:17][cH:18][cH:19][cH:20]3)[cH:6][n:7]1.[Cl:47][CH2:48][Cl:49].[NH2:34][CH2:35][c:36]1[cH:37][cH:38][cH:39][cH:40][cH:41]1>>[c:2]1([NH:34][CH2:35][c:36]2[cH:37][cH:38][cH:39][cH:40][cH:41]2)[cH:3][cH:4][c:5]([C:8](=[O:9])[N:10]2[CH2:11][c:12]3[n:13]([c:21]([C:24](=[O:25])[NH:26][CH2:27][c:28]4[cH:29][n:30][cH:31][cH:32][cH:33]4)[cH:22][cH:23]3)[CH2:14][c:15]3[c:16]2[cH:17][cH:18][cH:19][cH:20]3)[cH:6][n:7]1. Starting materials: BrC1=CC(=C(C=C1)S(=O)(=O)NCC1CC1)C(F)(F)F (4-bromo-N-cyclopropylmethyl-2-trifluoromethylbenzenesulfonamide), COC=1C=C(N)C=C(C1)OC (3,5-dimethoxyaniline), C=1C=CC(=CC1)P(C=2C=CC=CC2)C3=CC=C4C=CC=CC4=C3C5=C6C=CC=CC6=CC=C5P(C=7C=CC=CC7)C=8C=CC=CC8 (BINAP), C([O-])([O-])=O.[Cs+].[Cs+] (cesium carbonate). The reagents and catalysts are CC(=O)[O-].CC(=O)[O-].[Pd+2] (Pd(OAc)2). Solvent: C1(=CC=CC=C1)C (toluene). Run at time 6 hour. The product is C1(CC1)CNS(=O)(=O)C1=C(C=C(C=C1)NC1=CC(=CC(=C1)OC)OC)C(F)(F)F (N-Cyclopropylmethyl-4-(3,5-dimethoxy-phenylamino)-2-trifluoromethyl-benzenesulfonamide). Yield: 48.0%. Reaction SMILES: Br[C:2]1[CH:7]=[CH:6][C:5]([S:8]([NH:11][CH2:12][CH:13]2[CH2:15][CH2:14]2)(=[O:10])=[O:9])=[C:4]([C:16]([F:19])([F:18])[F:17])[CH:3]=1.[CH3:20][O:21][C:22]1[CH:23]=[C:24]([CH:26]=[C:27]([O:29][CH3:30])[CH:28]=1)[NH2:25].C1C=CC(P(C2C(C3C(P(C4C=CC=CC=4)C4C=CC=CC=4)=CC=C4C=3C=CC=C4)=C3C(C=CC=C3)=CC=2)C2C=CC=CC=2)=CC=1.C(=O)([O-])[O-].[Cs+].[Cs+]>C1(C)C=CC=CC=1.CC([O-])=O.CC([O-])=O.[Pd+2]>[CH:13]1([CH2:12][NH:11][S:8]([C:5]2[CH:6]=[CH:7][C:2]([NH:25][C:24]3[CH:26]=[C:27]([O:29][CH3:30])[CH:28]=[C:22]([O:21][CH3:20])[CH:23]=3)=[CH:3][C:4]=2[C:16]([F:19])([F:18])[F:17])(=[O:10])=[O:9])[CH2:15][CH2:14]1 |f:3.4.5,7.8.9|. Procedure: Mixture of 4-bromo-N-cyclopropylmethyl-2-trifluoromethylbenzenesulfonamide (295 mg, 0.82 mmol), 3,5-dimethoxyaniline (142 mg, 0.92 mmol), Pd(OAc)2 (26 mg, 0.11 mmol), BINAP (70 mg, 0.11 mmol) and cesium carbonate (395 mg, 1.21 mmol) in 15 ml toluene was relaxed for 6 hours. Toluene was evaporated in vacuum and crude oil was purified by Combiflash (PE-THF). Yield 48% Reactants: CC1(OCCC[C@@H](N1C(=O)OC(C)(C)C)C(=O)OCC1=CC=CC=C1)C (4-benzyl 3-tert-butyl (4R)-2,2-dimethyl-1,3-oxazepane-3,4-dicarboxylate). The reagents and catalysts are [Pd] (Pd/C). Solvent: CCO (EtOH), C1CCOC1 (THF). Reaction conditions: time 4 hour. Product: C(C)(C)(C)OC(=O)N1C(OCCC[C@@H]1C(=O)O)(C)C ((4R)-3-(tert-Butoxycarbonyl)-2,2-dimethyl-1,3-oxazepane-4-carboxylic acid). Yield: 85.2%. As a reaction SMILES: [CH3:1][C:2]1([CH3:26])[N:8]([C:9]([O:11][C:12]([CH3:15])([CH3:14])[CH3:13])=[O:10])[C@@H:7]([C:16]([O:18]CC2C=CC=CC=2)=[O:17])[CH2:6][CH2:5][CH2:4][O:3]1>CCO.C1COCC1.[Pd]>[C:12]([O:11][C:9]([N:8]1[C@@H:7]([C:16]([OH:18])=[O:17])[CH2:6][CH2:5][CH2:4][O:3][C:2]1([CH3:26])[CH3:1])=[O:10])([CH3:15])([CH3:13])[CH3:14]. Reported procedure: Wet 5% Pd/C (400 mg) was added to a solution of 4-benzyl 3-tert-butyl (4R)-2,2-dimethyl-1,3-oxazepane-3,4-dicarboxylate (Preparation 49, 2.5 g, 6.87 mmol) in 50% EtOH in THF (100 mL) and stirred for 4 hours at room temperature under an H2 balloon. The reaction was filtered through celite and the filtrate was concentrated under reduced pressure to afford the title compound (1.6 g, 85%). The reactants are ClCCl, CI, CCCCC, CO, CC(C)NC(C)C, [Cl-], CN(C)C1(c2ccc(Cl)cc2)CCC(=O)CC1, [Li]CCCC, [NH4+], C1CCOC1, c1ccccc1. Yields the product CC1CC(c2ccc(Cl)cc2)(N(C)C)CCC1=O. RXN SMILES: [CH2:39]([Cl:40])[Cl:41].[CH3:30][I:31].[CH3:34][CH2:35][CH2:36][CH2:37][CH3:38].[CH3:42][OH:43].[CH:1]([NH:2][CH:3]([CH3:4])[CH3:5])([CH3:6])[CH3:7].[Cl-:32].[Cl:13][c:14]1[cH:15][cH:16][c:17]([C:20]2([N:27]([CH3:28])[CH3:29])[CH2:21][CH2:22][C:23](=[O:26])[CH2:24][CH2:25]2)[cH:18][cH:19]1.[Li:8][CH2:9][CH2:10][CH2:11][CH3:12].[NH4+:33].[O:50]1[CH2:51][CH2:52][CH2:53][CH2:54]1.[cH:44]1[cH:45][cH:46][cH:47][cH:48][cH:49]1>>[CH3:1][CH:24]1[C:23](=[O:26])[CH2:22][CH2:21][C:20]([c:17]2[cH:16][cH:15][c:14]([Cl:13])[cH:19][cH:18]2)([N:27]([CH3:28])[CH3:29])[CH2:25]1. The reactants are COC(=O)C1=C(c2cccc(C3=NC(C)(C)CO3)c2)COC1, C[O-], NC=O, [Na+]. Yields the product CC1(C)COC(c2cccc(C3=C(C(N)=O)COC3)c2)=N1. As a reaction SMILES: [CH3:1][C:2]1([CH3:22])[N:3]=[C:4]([c:7]2[cH:8][c:9]([C:13]3=[C:17]([C:18](=[O:19])[O:20][CH3:21])[CH2:16][O:15][CH2:14]3)[cH:10][cH:11][cH:12]2)[O:5][CH2:6]1.[CH3:23][O-:24].[CH:26](=[O:27])[NH2:28].[Na+:25]>>[CH3:1][C:2]1([CH3:22])[N:3]=[C:4]([c:7]2[cH:8][c:9]([C:13]3=[C:17]([C:18](=[O:19])[NH2:28])[CH2:16][O:15][CH2:14]3)[cH:10][cH:11][cH:12]2)[O:5][CH2:6]1. The reactants are CC1(c2ccc3c(-c4ccccc4)c(OC4CCC(C(C)(C)C)CC4)ccc3c2)COC(=O)N1, CC(N)(CO)c1ccc2c(-c3ccc(OC(F)(F)F)cc3)c(OC3CCC(C(C)(C)C)CC3)ccc2c1. Yields the product CC(N)(CO)c1ccc2c(-c3ccccc3)c(OC3CCC(C(C)(C)C)CC3)ccc2c1. As a reaction SMILES: [C:38]([CH:39]1[CH2:40][CH2:41][CH:42]([O:43][c:44]2[c:45](-[c:46]3[cH:47][cH:48][cH:49][cH:50][cH:51]3)[c:52]3[c:53]([cH:54][cH:55]2)[cH:56][c:57]([C:58]2([CH3:59])[CH2:60][O:61][C:62](=[O:63])[NH:64]2)[cH:65][cH:66]3)[CH2:67][CH2:68]1)([CH3:69])([CH3:70])[CH3:71].[NH2:1][C:2]([CH2:3][OH:4])([CH3:5])[c:6]1[cH:7][c:8]2[cH:9][cH:10][c:11]([O:27][CH:28]3[CH2:29][CH2:30][CH:31]([C:34]([CH3:35])([CH3:36])[CH3:37])[CH2:32][CH2:33]3)[c:12](-[c:16]3[cH:17][cH:18][c:19]([O:22][C:23]([F:24])([F:25])[F:26])[cH:20][cH:21]3)[c:13]2[cH:14][cH:15]1>>[NH2:1][C:2]([CH2:3][OH:4])([CH3:5])[c:6]1[cH:7][c:8]2[cH:9][cH:10][c:11]([O:27][CH:28]3[CH2:29][CH2:30][CH:31]([C:34]([CH3:35])([CH3:36])[CH3:37])[CH2:32][CH2:33]3)[c:12](-[c:16]3[cH:17][cH:18][cH:19][cH:20][cH:21]3)[c:13]2[cH:14][cH:15]1. Reactants: N[C@@H](CC1=CN(C2=CC=CC=C12)C(=O)OC(C)(C)C)C(=O)O (Trp(Boc)), Fmoc DCC HOBt, N[C@@H](CC(C)C)C(=O)O (Leu), amide MBHA resin, 433A, N[C@@H](CCCNC(NS(=O)(=O)C1=C(C)C(C)=C2OC(C)(C)CC2=C1C)=N)C(=O)O (Arg(Pbf)). Yields the product N[C@@H](CC(C)C)C(=O)N[C@@H](CCCNC(NS(=O)(=O)C1=C(C)C(C)=C2OC(C)(C)CC2=C1C)=N)C(=O)N[C@@H](CC1=CN(C2=CC=CC=C12)C(=O)OC(C)(C)C)C(=O)O (H-Leu-Arg(Pbf)-Trp(Boc)), amide MBHA resin. RXN SMILES: [NH2:1][C@H:2]([C:20]([OH:22])=[O:21])[CH2:3][C:4]1[C:12]2[C:7](=[CH:8][CH:9]=[CH:10][CH:11]=2)[N:6]([C:13]([O:15][C:16]([CH3:19])([CH3:18])[CH3:17])=[O:14])[CH:5]=1.[NH2:23][C@H:24]([C:49](O)=[O:50])[CH2:25][CH2:26][CH2:27][NH:28][C:29](=[NH:48])[NH:30][S:31]([C:34]1[C:46]([CH3:47])=[C:45]2[C:39]([O:40][C:41]([CH2:44]2)([CH3:43])[CH3:42])=[C:37]([CH3:38])[C:35]=1[CH3:36])(=[O:33])=[O:32].[NH2:52][C@H:53]([C:58](O)=[O:59])[CH2:54][CH:55]([CH3:57])[CH3:56]>>[NH2:52][C@H:53]([C:58]([NH:23][C@H:24]([C:49]([NH:1][C@H:2]([C:20]([OH:22])=[O:21])[CH2:3][C:4]1[C:12]2[C:7](=[CH:8][CH:9]=[CH:10][CH:11]=2)[N:6]([C:13]([O:15][C:16]([CH3:19])([CH3:17])[CH3:18])=[O:14])[CH:5]=1)=[O:50])[CH2:25][CH2:26][CH2:27][NH:28][C:29](=[NH:48])[NH:30][S:31]([C:34]1[C:46]([CH3:47])=[C:45]2[C:39]([O:40][C:41]([CH2:44]2)([CH3:42])[CH3:43])=[C:37]([CH3:38])[C:35]=1[CH3:36])(=[O:33])=[O:32])=[O:59])[CH2:54][CH:55]([CH3:57])[CH3:56]. Procedure: The Rink amide MBHA resin, 357 mg (0.25 mmol), was used as a starting material, and the starting material were reacted on peptide synthesizer ABI 433A (according to the Fmoc/DCC/HOBt 0.25 mmol protocol), whereby Trp(Boc), Arg(Pbf) and Leu were introduced to give the H-Leu-Arg(Pbf)-Trp(Boc)-Rink amide MBHA resin. In a separate reactor, 290.75 mg (1 mmol) of the Fmoc-NHNH2.HCl was weighed and dissolved in DMF. Under ice cooling, a suspension of 156.9 mg (0.95 mmol) of CDI in THF and 339.7 μl of DI...